This data is from the Open Reaction Database (ORD), a public repository of structured organic reaction records. The task is: describe an organic reaction: reactants, conditions, products, and yield Reactants: C(\C=C/C(=O)O)(=O)O (maleic acid), N(C(=N)N)C=1SC=C(N1)C1CC(CCC1)NC(=NCCN)NC#N (2-guanidino-4-{3-[3-cyano-2-(2-aminoethyl)guanidino]cyclohexyl}thiazole), ClC1=C(C(=O)Cl)C=CC=C1 (o-chlorobenzoyl chloride). Run in CCOCC (ether), CO (methanol), CO (methanol). Conditions: time 16 hour. The product is C(\C=C/C(=O)O)(=O)O.N(C(=N)N)C=1SC=C(N1)C1CC(CCC1)NC(=NCCNC(C1=C(C=CC=C1)Cl)=O)NC#N (2-guanidino-4-{ 3-[3-cyano-2-(2-(2-chlorobenzoylamino)ethyl)guanidino]cyclohexyl}thiazole hydrogen maleate). RXN SMILES: [NH:1]([C:5]1[S:6][CH:7]=[C:8]([CH:10]2[CH2:15][CH2:14][CH2:13][CH:12]([NH:16][C:17]([NH:22][C:23]#[N:24])=[N:18][CH2:19][CH2:20][NH2:21])[CH2:11]2)[N:9]=1)[C:2]([NH2:4])=[NH:3].[Cl:25][C:26]1[CH:34]=[CH:33][CH:32]=[CH:31][C:27]=1[C:28](Cl)=[O:29].[C:35]([OH:42])(=[O:41])/[CH:36]=[CH:37]\[C:38]([OH:40])=[O:39]>CO.CCOCC>[C:35]([OH:42])(=[O:41])/[CH:36]=[CH:37]\[C:38]([OH:40])=[O:39].[NH:1]([C:5]1[S:6][CH:7]=[C:8]([CH:10]2[CH2:15][CH2:14][CH2:13][CH:12]([NH:16][C:17]([NH:22][C:23]#[N:24])=[N:18][CH2:19][CH2:20][NH:21][C:28](=[O:29])[C:27]3[CH:31]=[CH:32][CH:33]=[CH:34][C:26]=3[Cl:25])[CH2:11]2)[N:9]=1)[C:2]([NH2:4])=[NH:3] |f:5.6|. Procedure details: To a solution of 2-guanidino-4-{3-[3-cyano-2-(2-aminoethyl)guanidino]cyclohexyl}thiazole (0.5 g.) in methanol (30 ml.) was added o-chlorobenzoyl chloride (0.4 g.) and the mixture allowed to stand at room temperature for 16 hours. The residue obtained by evaporation of the solvent was partitioned between ethyl acetate (100 ml.) and water (20 ml.) The organic layer was isolated, washed with water (20 ml), dried (magnesium sulphate) and evaporated. The residue was subjected to preparative thin laye... The reactants are B(Br)(Br)Br (BBr3), COC1=CC=C(C=C1)C(C1=CC=C(C=C1)NC(C)=O)=C1CC(CC(C1)(C)C)(C)C (N-{4-[[4-(methyloxy)phenyl](3,3,5,5-tetramethylcyclohexylidene)methyl]phenyl}acetamide). The solvent is C(Cl)Cl (CH2Cl2), C(Cl)Cl (CH2Cl2). Run at temperature -10 celsius, time 3 hour. Yields the product OC1=CC=C(C=C1)C(C1=CC=C(C=C1)NC(C)=O)=C1CC(CC(C1)(C)C)(C)C (N-{4-[(4-hydroxyphenyl)(3,3,5,5-tetramethylcyclohexylidene)methyl]phenyl}acetamide), solid. Isolated yield 39.0%. Reaction SMILES: C[O:2][C:3]1[CH:8]=[CH:7][C:6]([C:9](=[C:20]2[CH2:25][C:24]([CH3:27])([CH3:26])[CH2:23][C:22]([CH3:29])([CH3:28])[CH2:21]2)[C:10]2[CH:15]=[CH:14][C:13]([NH:16][C:17](=[O:19])[CH3:18])=[CH:12][CH:11]=2)=[CH:5][CH:4]=1.B(Br)(Br)Br>C(Cl)Cl>[OH:2][C:3]1[CH:4]=[CH:5][C:6]([C:9](=[C:20]2[CH2:21][C:22]([CH3:29])([CH3:28])[CH2:23][C:24]([CH3:27])([CH3:26])[CH2:25]2)[C:10]2[CH:15]=[CH:14][C:13]([NH:16][C:17](=[O:19])[CH3:18])=[CH:12][CH:11]=2)=[CH:7][CH:8]=1. Reported procedure: N-{4-[[4-(methyloxy)phenyl](3,3,5,5-tetramethylcyclohexylidene)methyl]phenyl}acetamide (57) (0.27 g, 0.69 mmol) was dissolved in CH2Cl2 (25 mL). The mixture was cooled to −10° C. in an ice-acetone bath. To this solution was added 1 M BBr3 in CH2Cl2 (2.1 mL, 2.07 mmol). The reaction mixture was stirred at −10° C. to 0° C. for 3 h, then poured onto ice, extracted with EtOAc (2×60 mL). The combined organic extract was washed with water, brine and dried over Na2SO4. Upon concentration and trituratio... Reactants: CC(C)(C)c1ccc(CBr)cc1, CO, CN, [Na+], [Na+], O=C([O-])[O-]. Yields the product CC(C)(C)c1ccc(CCN)cc1. As a reaction SMILES: [C:9]([CH3:10])([CH3:11])([CH3:12])[c:13]1[cH:14][cH:15][c:16]([CH2:17][Br:18])[cH:19][cH:20]1.[CH3:21][OH:22].[CH3:7][NH2:8].[Na+:1].[Na+:2].[O-:3][C:4](=[O:5])[O-:6]>>[CH2:7]([NH2:8])[CH2:17][c:16]1[cH:15][cH:14][c:13]([C:9]([CH3:10])([CH3:11])[CH3:12])[cH:20][cH:19]1. Reactants: FC1=C(C(=CC=C1)F)[Li] (2,6-Difluorophenyllithium), BrC1=C(C=CC=C1F)F (1-bromo-2,6-difluorobenzene), [Li]CCCC (n-BuLi), C1=NC=CC2=CC=CC=C12 (isoquinoline), ClC(=O)OCC1=CC=CC=C1 (benzyl chloroformate). Solvent: C1CCOC1 (THF). Conditions: temperature 0 celsius, time 1 hour. Yields the product C(C1=CC=CC=C1)OC(=O)N1C(C2=CC=CC=C2C=C1)C1=C(C=CC=C1F)F (1-(2,6-Difluoro-phenyl)-1H-isoquinoline-2-carboxylic acid benzyl ester). As a reaction SMILES: [CH:1]1[C:10]2[C:5](=[CH:6][CH:7]=[CH:8][CH:9]=2)[CH:4]=[CH:3][N:2]=1.Cl[C:12]([O:14][CH2:15][C:16]1[CH:21]=[CH:20][CH:19]=[CH:18][CH:17]=1)=[O:13].[F:22][C:23]1[CH:28]=[CH:27][CH:26]=[C:25]([F:29])[C:24]=1[Li].BrC1C(F)=CC=CC=1F.[Li]CCCC>C1COCC1>[CH2:15]([O:14][C:12]([N:2]1[CH:3]=[CH:4][C:5]2[C:10](=[CH:9][CH:8]=[CH:7][CH:6]=2)[CH:1]1[C:24]1[C:23]([F:22])=[CH:28][CH:27]=[CH:26][C:25]=1[F:29])=[O:13])[C:16]1[CH:21]=[CH:20][CH:19]=[CH:18][CH:17]=1. Procedure: A solution of isoquinoline (645 mg; 5 mmol) in THF (20 mL) is treated with benzyl chloroformate (853 mg; 5 mmol) at 0° C., and the mixture stirred at 0° C. for 1 hour. 2,6-Difluorophenyllithium (prepared from 1-bromo-2,6-difluorobenzene (1.37 g; 7.1 mmol) and n-BuLi (2.5M in hexanes, 2.7 mL; 6.8 mmol at -78° C.) are added to this mixture and the resulting solution stirred at 0° C. for 1 hour and then at room temperature for 2 hours. The reaction is quenched with saturated NH4Cl solution, extract... Product: C(C)(=O)OCCN1C(=NC=2C(=NC=3C=CC=CC3C21)Cl)C (2-(4-chloro-2-methyl-1H-imidazo[4,5-c]quinolin-1-yl)ethyl acetate). The solvent is C1(=CC=CC=C1)C (toluene). Procedure details: A dried round bottom flask was charged with a stir bar, 2-(2-methyl-5-oxido-1H-imidazo[4,5-c]quinolin-1-yl)ethyl acetate (8.7 g, 30.49 mmol), anhydrous dimethylformamide (80 mL), and anhydrous toluene (100 mL) under nitrogen. To this brown mixture was added phosphorus oxychloride (3.1 mL) by syringe at ambient temperature. The reaction solution cleared in a couple of minutes and a slight exotherm was observed. The reaction was judged to be complete after 30 minutes. The volatiles were removed un... RXN SMILES: [C:1]([O:4][CH2:5][CH2:6][N:7]1[C:19]2[C:18]3[CH:17]=[CH:16][CH:15]=[CH:14][C:13]=3[N+:12]([O-])=[CH:11][C:10]=2[N:9]=[C:8]1[CH3:21])(=[O:3])[CH3:2].CN(C)C=O.P(Cl)(Cl)([Cl:29])=O>C1(C)C=CC=CC=1>[C:1]([O:4][CH2:5][CH2:6][N:7]1[C:19]2[C:18]3[CH:17]=[CH:16][CH:15]=[CH:14][C:13]=3[N:12]=[C:11]([Cl:29])[C:10]=2[N:9]=[C:8]1[CH3:21])(=[O:3])[CH3:2]. The reactants are C(C)(=O)OCCN1C(=NC=2C=[N+](C=3C=CC=CC3C21)[O-])C (2-(2-methyl-5-oxido-1H-imidazo[4,5-c]quinolin-1-yl)ethyl acetate), CN(C=O)C (dimethylformamide), P(=O)(Cl)(Cl)Cl (phosphorus oxychloride). Reaction conditions: time 30 minute. The reactants are C1CCOC1, O=C(Cl)Cl, OCc1ccc2ccccc2c1. Yields the product O=C(Cl)OCc1ccc2ccccc2c1. As a reaction SMILES: [CH2:17]1[O:18][CH2:19][CH2:20][CH2:21]1.[Cl:13][C:14]([Cl:15])=[O:16].[cH:1]1[c:2]([CH2:11][OH:12])[cH:3][cH:4][c:5]2[cH:6][cH:7][cH:8][cH:9][c:10]12>>[cH:1]1[c:2]([CH2:11][O:12][C:14]([Cl:13])=[O:16])[cH:3][cH:4][c:5]2[cH:6][cH:7][cH:8][cH:9][c:10]12.